The task is: describe an organic reaction: reactants, conditions, products, and yield. This data is from the Open Reaction Database (ORD), a public repository of structured organic reaction records. The reactants are OCCOC1CCCCC1, CCOS(=O)(=O)OCC. The product is CCOCCOC1CCCCC1. RXN SMILES: [OH:1][CH2:2][CH2:3][O:4][CH:5]1[CH2:6][CH2:7][CH2:8][CH2:9][CH2:10]1.[S:11]([O:12][CH2:13][CH3:14])([O:17][CH2:15][CH3:16])(=[O:18])=[O:19]>>[O:1]([CH2:2][CH2:3][O:4][CH:5]1[CH2:6][CH2:7][CH2:8][CH2:9][CH2:10]1)[CH2:15][CH3:16]. The reactants are C1=CC(=C(C=2C1=NSN2)NC3=NCCN3)Cl (tizanidine), C(CC)(=O)O (propionic acid). The solvent is C(C)(C)O (isopropyl alcohol). Conditions: temperature 2.5 celsius. The product is C1=CC(=C(C=2C1=NSN2)NC3=NCCN3)Cl.C(CC)(=O)[O-] (tizanidine propionate). Isolated yield 91.4%. Reaction SMILES: [CH:1]1[C:6]2=[N:7][S:8][N:9]=[C:5]2[C:4]([NH:10][C:11]2[NH:15][CH2:14][CH2:13][N:12]=2)=[C:3]([Cl:16])[CH:2]=1.[C:17]([OH:21])(=[O:20])[CH2:18][CH3:19]>C(O)(C)C>[CH:1]1[C:6]2=[N:7][S:8][N:9]=[C:5]2[C:4]([NH:10][C:11]2[NH:15][CH2:14][CH2:13][N:12]=2)=[C:3]([Cl:16])[CH:2]=1.[C:17]([O-:21])(=[O:20])[CH2:18][CH3:19] |f:3.4|. Procedure details: To 7 ml of isopropyl alcohol, 3.0 g of the tizanidine base (99.15% HPLC) and 2.5 g of propionic acid are added. After brief heating to boil a yellowish solution results, from which a precipitated product starts to separate. After cooling to 0 to 5° C. and aspiration 3.53 g of tizanidine propionate are obtained. Starting materials: [OH-].[Na+] (sodium hydroxide), ClC1=CC(=C(N=N1)N)C1=C(C=C(C=C1)F)OC (6-chloro-4-(4-fluoro-2-methoxy-phenyl)-pyridazin-3-ylamine), C(OC)(OC)OC (trimethyl orthoformate), Cl (hydrochloric acid). Reagents/catalysts: FC(C(=O)O)(F)F (trifluoroacetic acid). Solvent: C(C)(=O)OCC (ethyl acetate), O (water). Conditions: temperature 0 celsius. The product is ClC1=CC(=C(N=N1)NC)C1=C(C=C(C=C1)F)OC ([6-Chloro-4-(4-fluoro-2-methoxy-phenyl)-pyridazin-3-yl]-methyl-amine). As a reaction SMILES: [Cl:1][C:2]1[N:7]=[N:6][C:5]([NH2:8])=[C:4]([C:9]2[CH:14]=[CH:13][C:12]([F:15])=[CH:11][C:10]=2[O:16][CH3:17])[CH:3]=1.[CH:18](OC)(OC)OC.Cl.[OH-].[Na+]>FC(F)(F)C(O)=O.C(OCC)(=O)C.O>[Cl:1][C:2]1[N:7]=[N:6][C:5]([NH:8][CH3:18])=[C:4]([C:9]2[CH:14]=[CH:13][C:12]([F:15])=[CH:11][C:10]=2[O:16][CH3:17])[CH:3]=1 |f:3.4|. Reported procedure: To a solution of 6-chloro-4-(4-fluoro-2-methoxy-phenyl)-pyridazin-3-ylamine (300 mg, 1.18 mmol) in trimethyl orthoformate (1.00 g, 1.04 mL, 9.46 mmol) were added 2-3 drops of trifluoroacetic acid. The reaction mixture was stirred at reflux for 2 hours and then concentrated under vacuum. The residue was dissolved in 5 mL toluene and concentrated again under vacuum. This was repeated for three times to completely remove all volatiles. The residue was dissolved in tetrahydrofuran (3 mL) and borane ...